This data is from the Open Reaction Database (ORD), a public repository of structured organic reaction records. The task is: describe an organic reaction: reactants, conditions, products, and yield Reactants: Cl (HCl), COC1=NC(=CC(=N1)NCCC1=CC=C(C=C1)OC)OCC1=C(C=CC=C1)OC ([2-Methoxy-6-(2-methoxy-benzyloxy)-pyrimidin-4-yl]-[2-(4-methoxy-phenyl)-ethyl]-amine), COC1=C(C=CC=C1)CO ((2-Methoxy-phenyl)-methanol), [H-].[Na+] (sodium hydride), ClC1=CC(=NC(=N1)OC)NCCC1=CC=C(C=C1)OC ((6-chloro-2-methoxy-pyrimidin-4-yl)-[2-(4-methoxyphenyl)-ethyl]amine), ClC1=CC(=NC(=N1)OC)NCCC1=CC=C(C=C1)OC ((6-chloro-2-methoxy-pyrimidin-4-yl)-[2-(4-methoxyphenyl)-ethyl]amine), COC1=C(COC2=NC(=CC(=N2)NCCC2=CC=C(C=C2)OC)OCC2=C(C=CC=C2)OC)C=CC=C1 ([2,6-Bis-(2-methoxy-benzyloxy)-pyrimidin-4-yl]-[2-(4-methoxy-phenyl)-ethyl]-amine). Solvent: C(Cl)Cl (CH2Cl2), CCOC(=O)C (EtOAc), O (H2O), CN(C)C=O (DMF). Run at time 1 hour. Product: Cl.COC1=C(COC2=NC(=NC(=C2)NCCC2=CC=C(C=C2)OC)O)C=CC=C1 (4-(2-Methoxy-benzyloxy)-6-[2-(4-methoxy-phenyl)-ethylamino]-pyrimidin-2-ol hydrochloride). Yield: 19.0%. Reaction SMILES: COC1C=CC=CC=1CO.[H-].[Na+].[Cl:13]C1N=C(OC)N=C(NCCC2C=CC(OC)=CC=2)C=1.C[O:34][C:35]1[N:40]=[C:39]([NH:41][CH2:42][CH2:43][C:44]2[CH:49]=[CH:48][C:47]([O:50][CH3:51])=[CH:46][CH:45]=2)[CH:38]=[C:37]([O:52][CH2:53][C:54]2[CH:59]=[CH:58][CH:57]=[CH:56][C:55]=2[O:60][CH3:61])[N:36]=1.COC1C=CC=CC=1COC1N=C(NCCC2C=CC(OC)=CC=2)C=C(OCC2C=CC=CC=2OC)N=1.Cl>CN(C=O)C.O.C(Cl)Cl.CCOC(C)=O>[ClH:13].[CH3:61][O:60][C:55]1[CH:56]=[CH:57][CH:58]=[CH:59][C:54]=1[CH2:53][O:52][C:37]1[CH:38]=[C:39]([NH:41][CH2:42][CH2:43][C:44]2[CH:49]=[CH:48][C:47]([O:50][CH3:51])=[CH:46][CH:45]=2)[N:40]=[C:35]([OH:34])[N:36]=1 |f:1.2,11.12|. Reported procedure: To a suspension of (2-Methoxy-phenyl)-methanol (860 mg, 6.22 mmol), and sodium hydride (60%, 0.3 g) in DMF (10 mL) is add (6-Chloro-2-methoxy-pyrimidin-4-yl)-[2-(4-methoxy-phenyl)-ethyl]-amine [0.54 g, 1.8 mmol, Intermediate (8)] at 10° C. After 1 h at 60° C., the mixture is diluted with H2O, and extracted with ethyl acetate. The extracts are dried (MgSO4), filtered, concentrated, and chromatographed (SiO2, 40% EtOAc in Heptane) to afford a non-separable mix of the product, [2-Methoxy-6-(2-metho...